From a dataset of the Open Reaction Database (ORD), a public repository of structured organic reaction records. describe an organic reaction: reactants, conditions, products, and yield Starting materials: CS(=O)(=O)Cl, O, CC(C)c1ncncc1C(O)C(C)C, c1ccncc1. Reaction SMILES: [CH3:15][S:16](=[O:17])(=[O:18])[Cl:19].[OH2:20].[OH:1][CH:2]([CH:3]([CH3:4])[CH3:5])[c:6]1[c:7]([CH:12]([CH3:13])[CH3:14])[n:8][cH:9][n:10][cH:11]1.[cH:21]1[cH:22][cH:23][n:24][cH:25][cH:26]1>>[O:1]([CH:2]([CH:3]([CH3:4])[CH3:5])[c:6]1[c:7]([CH:12]([CH3:13])[CH3:14])[n:8][cH:9][n:10][cH:11]1)[S:16]([CH3:15])(=[O:17])=[O:18]. Yields the product CC(C)c1ncncc1C(OS(C)(=O)=O)C(C)C. Starting materials: CCN=C=NCCCN(C)C, O=C(O)CC1CCCCC1, ClCCl, Cl, Nc1cccc(-c2nn(C3CCCCO3)c3ccc(-c4ncn(C(c5ccccc5)(c5ccccc5)c5ccccc5)n4)cc23)c1. The product is O=C(CC1CCCCC1)Nc1cccc(-c2nn(C3CCCCO3)c3ccc(-c4ncn(C(c5ccccc5)(c5ccccc5)c5ccccc5)n4)cc23)c1. RXN SMILES: [CH3:12][N:13]([CH3:14])[CH2:15][CH2:16][CH2:17][N:18]=[C:19]=[N:20][CH2:21][CH3:22].[CH:1]1([CH2:7][C:8](=[O:9])[OH:10])[CH2:2][CH2:3][CH2:4][CH2:5][CH2:6]1.[Cl:69][CH2:70][Cl:71].[ClH:11].[O:23]1[CH:24]([n:29]2[n:30][c:31](-[c:62]3[cH:63][c:64]([NH2:68])[cH:65][cH:66][cH:67]3)[c:32]3[cH:33][c:34](-[c:38]4[n:39][n:40]([C:43]([c:44]5[cH:45][cH:46][cH:47][cH:48][cH:49]5)([c:50]5[cH:51][cH:52][cH:53][cH:54][cH:55]5)[c:56]5[cH:57][cH:58][cH:59][cH:60][cH:61]5)[cH:41][n:42]4)[cH:35][cH:36][c:37]23)[CH2:25][CH2:26][CH2:27][CH2:28]1>>[CH:1]1([CH2:7][C:8](=[O:10])[NH:68][c:64]2[cH:63][c:62](-[c:31]3[n:30][n:29]([CH:24]4[O:23][CH2:28][CH2:27][CH2:26][CH2:25]4)[c:37]4[c:32]3[cH:33][c:34](-[c:38]3[n:39][n:40]([C:43]([c:44]5[cH:45][cH:46][cH:47][cH:48][cH:49]5)([c:50]5[cH:51][cH:52][cH:53][cH:54][cH:55]5)[c:56]5[cH:57][cH:58][cH:59][cH:60][cH:61]5)[cH:41][n:42]3)[cH:35][cH:36]4)[cH:67][cH:66][cH:65]2)[CH2:2][CH2:3][CH2:4][CH2:5][CH2:6]1. Reactants: OC1C2(CCN(C2=O)C=2COC(C2C)=O)CCN(C1)C(=O)OC(C)(C)C (tert-butyl 6-hydroxy-2-(4-methyl-5-oxo-2,5-dihydrofuran-3-yl)-1-oxo-2,8-diazaspiro[4.5]decane-8-carboxylate), CI (methyl iodide). Reagents/catalysts: [Ag]=O (silver oxide). Conditions: temperature 60 celsius. Reported procedure: To the mixture of tert-butyl 6-hydroxy-2-(4-methyl-5-oxo-2,5-dihydrofuran-3-yl)-1-oxo-2,8-diazaspiro[4.5]decane-8-carboxylate (CIS) (2 g, 5.46 mmol) and silver oxide (1.391 g, 6.00 mmol) in acetonitrile (50 mL) was added methyl iodide (3.41 ml, 54.6 mmol). The mixture was heated at 60° C. in a sealed tube overnight. After it cooled to rt, the mixture was filtered and the filtrate was concentrated and the residue was purified by silica gel chromatography using ethyl acetate/hexane to give tert-bu... The product is COC1C2(CCN(C2=O)C=2COC(C2C)=O)CCN(C1)C(=O)OC(C)(C)C (tert-butyl 6-methoxy-2-(4-methyl-5-oxo-2,5-dihydrofuran-3-yl)-1-oxo-2,8-diazaspiro[4.5]decane-8-carboxylate). RXN SMILES: [OH:1][CH:2]1[CH2:19][N:18]([C:20]([O:22][C:23]([CH3:26])([CH3:25])[CH3:24])=[O:21])[CH2:17][CH2:16][C:3]21[C:7](=[O:8])[N:6]([C:9]1[CH2:10][O:11][C:12](=[O:15])[C:13]=1[CH3:14])[CH2:5][CH2:4]2.[CH3:27]I>C(#N)C.[Ag]=O>[CH3:27][O:1][CH:2]1[CH2:19][N:18]([C:20]([O:22][C:23]([CH3:26])([CH3:25])[CH3:24])=[O:21])[CH2:17][CH2:16][C:3]21[C:7](=[O:8])[N:6]([C:9]1[CH2:10][O:11][C:12](=[O:15])[C:13]=1[CH3:14])[CH2:5][CH2:4]2. Solvent: C(C)#N (acetonitrile).